This data is from the Open Reaction Database (ORD), a public repository of structured organic reaction records. The task is: describe an organic reaction: reactants, conditions, products, and yield Reactants: COC(=O)COc1ccc(SCc2ccc(OCc3ccc(Cl)cc3Cl)cc2)cc1C, OCc1ccc(OCc2ccc(Cl)cc2Cl)cc1. The product is Cc1cc(SCc2ccc(OCc3ccc(Cl)cc3Cl)cc2)ccc1OCC(=O)O. RXN SMILES: [CH3:19][O:20][C:21]([CH2:22][O:23][c:24]1[c:25]([CH3:48])[cH:26][c:27]([S:30][CH2:31][c:32]2[cH:33][cH:34][c:35]([O:38][CH2:39][c:40]3[c:41]([Cl:47])[cH:42][c:43]([Cl:46])[cH:44][cH:45]3)[cH:36][cH:37]2)[cH:28][cH:29]1)=[O:49].[Cl:1][c:2]1[cH:3][c:4]([Cl:5])[cH:6][cH:7][c:8]1[CH2:9][O:10][c:11]1[cH:12][cH:13][c:14]([CH2:15][OH:16])[cH:17][cH:18]1>>[O:20]=[C:21]([CH2:22][O:23][c:24]1[c:25]([CH3:48])[cH:26][c:27]([S:30][CH2:31][c:32]2[cH:33][cH:34][c:35]([O:38][CH2:39][c:40]3[c:41]([Cl:47])[cH:42][c:43]([Cl:46])[cH:44][cH:45]3)[cH:36][cH:37]2)[cH:28][cH:29]1)[OH:49].